This data is from the Open Reaction Database (ORD), a public repository of structured organic reaction records. The task is: describe an organic reaction: reactants, conditions, products, and yield Reactants: BrC1=C(CN2N=C(N(C2=O)C2CC2)C2=CC=C(C=C2)Cl)C=CC=C1 (2-(2-Bromobenzyl)-5-(4-chlorophenyl)-4-cyclopropyl-2,4-dihydro-3H-1,2,4-triazol-3-one), C1(=CC=CC=C1O)C (o-cresol), 4-N,N-dimethylaminopyridine. The reagents and catalysts are [Cu] (copper), [Cu]=O (copper(II) oxide). The solvent is C(C)#N (acetonitrile). Conditions: temperature 85 celsius, time 16 hour. The product is ClC1=CC=C(C=C1)C=1N(C(N(N1)CC1=C(C=CC=C1)OC1=C(C=CC=C1)C)=O)C1CC1 (5-(4-Chlorophenyl)-4-cyclopropyl-2-[2-(2-methylphenoxy)benzyl]-2,4-dihydro-3H-1,2,4-triazol-3-one). RXN SMILES: Br[C:2]1[CH:24]=[CH:23][CH:22]=[CH:21][C:3]=1[CH2:4][N:5]1[C:9](=[O:10])[N:8]([CH:11]2[CH2:13][CH2:12]2)[C:7]([C:14]2[CH:19]=[CH:18][C:17]([Cl:20])=[CH:16][CH:15]=2)=[N:6]1.[C:25]1([CH3:32])[C:30]([OH:31])=[CH:29][CH:28]=[CH:27][CH:26]=1>C(#N)C.[Cu].[Cu]=O>[Cl:20][C:17]1[CH:18]=[CH:19][C:14]([C:7]2[N:8]([CH:11]3[CH2:13][CH2:12]3)[C:9](=[O:10])[N:5]([CH2:4][C:3]3[CH:21]=[CH:22][CH:23]=[CH:24][C:2]=3[O:31][C:30]3[CH:29]=[CH:28][CH:27]=[CH:26][C:25]=3[CH3:32])[N:6]=2)=[CH:15][CH:16]=1. Reported procedure: 100 mg (0.25 mmol) of the compound from Example 99A, 53 mg (0.49 mmol) of o-cresol and 91 mg (0.74 mmol) of 4-N,N-dimethylaminopyridine were dissolved in 5 ml of acetonitrile, and 39 mg (0.62 mmol) of copper powder and 49 mg (0.62 mmol) of copper(II) oxide were added. The mixture was stirred at 85° C. for 16 h. For work-up, the mixture was cooled to RT and filtered through silica gel, and the residue was rinsed with a little ethyl acetate. The filtrate was concentrated under reduced pressure and... Reactants: [Al+3], CCc1cccc(CC)c1, [Cl-], [Cl-], [Cl-], ClCC(Cl)(Cl)Cl, O=C1OC(=O)c2ccccc21. Yields the product CCc1ccc(C(=O)c2ccccc2C(=O)O)c(CC)c1. As a reaction SMILES: [Al+3:13].[CH2:16]([CH3:17])[c:18]1[cH:19][c:20]([CH2:24][CH3:25])[cH:21][cH:22][cH:23]1.[Cl-:12].[Cl-:14].[Cl-:15].[Cl:26][CH2:27][C:28]([Cl:29])([Cl:30])[Cl:31].[O:1]=[C:2]1[O:3][C:4](=[O:5])[c:6]2[cH:7][cH:8][cH:9][cH:10][c:11]21>>[O:1]=[C:2]([OH:3])[c:11]1[c:6]([C:4](=[O:5])[c:23]2[c:18]([CH2:16][CH3:17])[cH:19][c:20]([CH2:24][CH3:25])[cH:21][cH:22]2)[cH:7][cH:8][cH:9][cH:10]1. The reactants are O=C([O-])[O-], COC(=O)c1cc(Cl)nc(Cl)c1, Cc1ccccc1, CCOCC, CCC(C)N, [Cs+], [Cs+], CC(=O)[O-], CC(=O)[O-], [Pd+2], c1ccc(P(c2ccccc2)c2ccc3ccccc3c2-c2c(P(c3ccccc3)c3ccccc3)ccc3ccccc23)cc1. Product: CCC(C)Nc1cc(C(=O)OC)cc(Cl)n1. Reaction SMILES: [C:59](=[O:60])([O-:61])[O-:62].[CH3:1][O:2][C:3]([c:4]1[cH:5][c:6]([Cl:11])[n:7][c:8]([Cl:10])[cH:9]1)=[O:12].[CH3:70][c:71]1[cH:72][cH:73][cH:74][cH:75][cH:76]1.[CH3:77][CH2:78][O:79][CH2:80][CH3:81].[CH:65]([CH3:66])([CH2:67][CH3:68])[NH2:69].[Cs+:63].[Cs+:64].[O-:83][C:84]([CH3:85])=[O:86].[O-:87][C:88]([CH3:89])=[O:90].[Pd+2:82].[c:13]1([P:14]([c:15]2[cH:16][cH:17][cH:18][cH:19][cH:20]2)[c:21]2[cH:22][cH:23][c:24]3[c:25]([cH:26][cH:27][cH:28][cH:29]3)[c:30]2-[c:31]2[c:32]3[c:33]([cH:34][cH:35][cH:36][cH:37]3)[cH:38][cH:39][c:40]2[P:41]([c:42]2[cH:43][cH:44][cH:45][cH:46][cH:47]2)[c:48]2[cH:49][cH:50][cH:51][cH:52][cH:53]2)[cH:54][cH:55][cH:56][cH:57][cH:58]1>>[CH3:1][O:2][C:3]([c:4]1[cH:5][c:6]([Cl:11])[n:7][c:8]([NH:69][CH:65]([CH3:66])[CH2:67][CH3:68])[cH:9]1)=[O:12]. Reactants: C1CCOC1, CO, [Na+], [OH-], CCOC(=O)c1cc2c([nH]1)C(c1ccc(C)cc1)CC2. Product: Cc1ccc(C2CCc3cc(C(=O)O)[nH]c32)cc1. RXN SMILES: [CH2:25]1[O:26][CH2:27][CH2:28][CH2:29]1.[CH3:23][OH:24].[Na+:22].[OH-:21].[c:1]1([CH3:20])[cH:2][cH:3][c:4]([CH:7]2[CH2:8][CH2:9][c:10]3[c:11]2[nH:12][c:13]([C:15](=[O:16])[O:17][CH2:18][CH3:19])[cH:14]3)[cH:5][cH:6]1>>[c:1]1([CH3:20])[cH:2][cH:3][c:4]([CH:7]2[CH2:8][CH2:9][c:10]3[c:11]2[nH:12][c:13]([C:15](=[O:16])[OH:17])[cH:14]3)[cH:5][cH:6]1. Starting materials: BrC1=CC=C2C(=NN(C2=C1)C1=CC=CC=C1)OC (6-bromo-3-methoxy-1-phenyl-1H-indazole), C(C)(C)(C)OC(=O)N1CC(CC1)N1CCNCC1 (3-piperazin-1-yl-pyrrolidine-1-carboxylic acid tert-butyl ester), Cl (HCl). Product: Cl.COC1=NN(C2=CC(=CC=C12)N1CCN(CC1)C1CNCC1)C1=CC=CC=C1 (3-Methoxy-1-phenyl-6-(4-(pyrrolidin-3-yl)piperazin-1-yl)-1H-indazole hydrochloride). Reaction SMILES: Br[C:2]1[CH:10]=[C:9]2[C:5]([C:6]([O:17][CH3:18])=[N:7][N:8]2[C:11]2[CH:16]=[CH:15][CH:14]=[CH:13][CH:12]=2)=[CH:4][CH:3]=1.C(OC([N:26]1[CH2:30][CH2:29][CH:28]([N:31]2[CH2:36][CH2:35][NH:34][CH2:33][CH2:32]2)[CH2:27]1)=O)(C)(C)C.[ClH:37]>>[ClH:37].[CH3:18][O:17][C:6]1[C:5]2[C:9](=[CH:10][C:2]([N:34]3[CH2:33][CH2:32][N:31]([CH:28]4[CH2:29][CH2:30][NH:26][CH2:27]4)[CH2:36][CH2:35]3)=[CH:3][CH:4]=2)[N:8]([C:11]2[CH:16]=[CH:15][CH:14]=[CH:13][CH:12]=2)[N:7]=1 |f:3.4|. Procedure: The title compound was prepared according to the procedure as described in Example 57 reacting 6-bromo-3-methoxy-1-phenyl-1H-indazole and 3-piperazin-1-yl-pyrrolidine-1-carboxylic acid tert-butyl ester, followed by de-protection with HCl. Reactants: CC[SiH](CC)CC, ClCCl, Nc1ccc(Cl)cc1C(=O)c1ccccc1Cl, [Na+], [OH-]. Yields the product Nc1ccc(Cl)cc1Cc1ccccc1Cl. As a reaction SMILES: [CH2:18]([SiH:19]([CH2:20][CH3:21])[CH2:22][CH3:23])[CH3:24].[Cl:27][CH2:28][Cl:29].[NH2:1][c:2]1[c:3]([C:9](=[O:10])[c:11]2[c:12]([Cl:17])[cH:13][cH:14][cH:15][cH:16]2)[cH:4][c:5]([Cl:8])[cH:6][cH:7]1.[Na+:26].[OH-:25]>>[NH2:1][c:2]1[c:3]([CH2:9][c:11]2[c:12]([Cl:17])[cH:13][cH:14][cH:15][cH:16]2)[cH:4][c:5]([Cl:8])[cH:6][cH:7]1. Starting materials: Intermediate 79, IC1=C(C=CC(=C1)S(=O)(=O)C1=CC=CC=C1)C (2-iodo-1-methyl-4-(phenylsulfonyl)benzene), IC1=C(C=CC(=C1)S(=O)(=O)C1=CC=CC=C1)C (2-iodo-1-methyl-4-(phenylsulfonyl)benzene), C(C)(C)(C)OC(COC1=C(C=C(C=C1)C#N)C#C)=O (tert-butyl(4-cyano-2-ethynylphenoxy)acetate), C(C)(C)(C)OC(COC1=C(C=C(C=C1)C#N)C#C)=O (tert-butyl(4-cyano-2-ethynylphenoxy)acetate). Product: C(C)(C)(C)OC(COC1=C(C=C(C=C1)C#N)C#CC1=C(C=CC(=C1)S(=O)(=O)C1=CC=CC=C1)C)=O (tert-butyl(4-cyano-2-{[2-methyl-5-(phenylsulfonyl)phenyl]ethynyl}phenoxy)acetate). Yield: 89.0%. Reaction SMILES: [C:1]([O:5][C:6](=[O:19])[CH2:7][O:8][C:9]1[CH:14]=[CH:13][C:12]([C:15]#[N:16])=[CH:11][C:10]=1[C:17]#[CH:18])([CH3:4])([CH3:3])[CH3:2].I[C:21]1[CH:26]=[C:25]([S:27]([C:30]2[CH:35]=[CH:34][CH:33]=[CH:32][CH:31]=2)(=[O:29])=[O:28])[CH:24]=[CH:23][C:22]=1[CH3:36]>>[C:1]([O:5][C:6](=[O:19])[CH2:7][O:8][C:9]1[CH:14]=[CH:13][C:12]([C:15]#[N:16])=[CH:11][C:10]=1[C:17]#[C:18][C:23]1[CH:24]=[C:25]([S:27]([C:30]2[CH:35]=[CH:34][CH:33]=[CH:32][CH:31]=2)(=[O:29])=[O:28])[CH:26]=[CH:21][C:22]=1[CH3:36])([CH3:4])([CH3:3])[CH3:2]. Procedure details: Following the general method as outlined in Intermediate 79, starting from (4-cyano-2-ethynyl-phenoxy)-acetic acid tert-butyl ester (Intermediate 46) and 2-iodo-1-methyl-4-(phenylsulfonyl)benzene (Intermediate 114), the title compound was obtained as a brown sticky solid in 89% yield. Reactants: O=C(NC1CCC(OCC(=Cc2ccccc2)c2ccccc2F)CC1)OCc1ccccc1, CO, ClCCl, O=[O+][O-]. Product: O=C(NC1CCC(OCC(O)c2ccccc2F)CC1)OCc1ccccc1. As a reaction SMILES: [CH2:1]([c:2]1[cH:3][cH:4][cH:5][cH:6][cH:7]1)[O:8][C:9]([NH:10][CH:11]1[CH2:12][CH2:13][CH:14]([O:17][CH2:18][C:19](=[CH:20][c:21]2[cH:22][cH:23][cH:24][cH:25][cH:26]2)[c:27]2[c:28]([F:33])[cH:29][cH:30][cH:31][cH:32]2)[CH2:15][CH2:16]1)=[O:34].[CH3:41][OH:42].[Cl:38][CH2:39][Cl:40].[O-:35][O+:36]=[O:37]>>[CH2:1]([c:2]1[cH:3][cH:4][cH:5][cH:6][cH:7]1)[O:8][C:9]([NH:10][CH:11]1[CH2:12][CH2:13][CH:14]([O:17][CH2:18][CH:19]([c:27]2[c:28]([F:33])[cH:29][cH:30][cH:31][cH:32]2)[OH:35])[CH2:15][CH2:16]1)=[O:34].